From a dataset of the Open Reaction Database (ORD), a public repository of structured organic reaction records. describe an organic reaction: reactants, conditions, products, and yield The reactants are CC1=NOC(=C1C=CCCC1=CC=CC=C1)C1=CC=C(C=C1)C1=CC=C(C=C1)C1(CC1)C(=O)O (1-{4′-[3-Methyl-4-(4-phenyl-but-1-enyl)-isoxazol-5-yl]-biphenyl-4-yl}-cyclopropanecarboxylic acid). Reagents/catalysts: [Pd] (Palladium on carbon). The solvent is CCOC(=O)C (EtOAc), CO (MeOH). Run at time 8 hour. The product is CC1=NOC(=C1CCCCC1=CC=CC=C1)C1=CC=C(C=C1)C1=CC=C(C=C1)C1(CC1)C(=O)O (1-{4′-[3-Methyl-4-(4-phenyl-butyl)-isoxazol-5-yl]-biphenyl-4-yl}-cyclopropanecarboxylic acid). Reaction SMILES: [CH3:1][C:2]1[C:6]([CH:7]=[CH:8][CH2:9][CH2:10][C:11]2[CH:16]=[CH:15][CH:14]=[CH:13][CH:12]=2)=[C:5]([C:17]2[CH:22]=[CH:21][C:20]([C:23]3[CH:28]=[CH:27][C:26]([C:29]4([C:32]([OH:34])=[O:33])[CH2:31][CH2:30]4)=[CH:25][CH:24]=3)=[CH:19][CH:18]=2)[O:4][N:3]=1>CCOC(C)=O.CO.[Pd]>[CH3:1][C:2]1[C:6]([CH2:7][CH2:8][CH2:9][CH2:10][C:11]2[CH:12]=[CH:13][CH:14]=[CH:15][CH:16]=2)=[C:5]([C:17]2[CH:22]=[CH:21][C:20]([C:23]3[CH:28]=[CH:27][C:26]([C:29]4([C:32]([OH:34])=[O:33])[CH2:31][CH2:30]4)=[CH:25][CH:24]=3)=[CH:19][CH:18]=2)[O:4][N:3]=1. Reported procedure: 1-{4′-[3-Methyl-4-(4-phenyl-but-1-enyl)-isoxazol-5-yl]-biphenyl-4-yl}-cyclopropanecarboxylic acid (0.030 g, 0.07 mmol) was dissolved in EtOAc and MeOH. 10% Palladium on carbon (spatula tip) was added, and the reaction was stirred under a balloon of H2 overnight. The mixture was filtered and concentrated to give the title compound. Starting materials: CC[Ga+2], CCCCCC, C[N-]CC[N-]C, [Cl-], [Cl-], [Li+], [Li+]. Yields the product CC[Ga]1N(C)CCN1C. As a reaction SMILES: [CH2:3]([CH3:4])[Ga+2:5].[CH3:14][CH2:15][CH2:16][CH2:17][CH2:18][CH3:19].[CH3:6][N-:7][CH2:8][CH2:9][N-:10][CH3:11].[Cl-:1].[Cl-:2].[Li+:12].[Li+:13]>>[CH2:3]([CH3:4])[Ga:5]1[N:7]([CH3:6])[CH2:8][CH2:9][N:10]1[CH3:11]. The product is ClC1=CC=C(C=C1)C1(CC1)C(=O)O (1-(4-chlorophenyl)cyclopropanecarboxylic acid). Solvent: O1CCOCC1 (dioxane). The reactants are [OH-].[Na+] (sodium hydroxide), ClC1=CC=C(C=C1)C1(CC1)C(=O)N (1-(4-chlorophenyl)cyclopropanecarboxamide). Procedure details: In a mixed solvent consisting of 14 ml of dioxane and 29 ml of a 1N aqueous sodium hydroxide solution was suspended 1.4 g of 1-(4-chlorophenyl)cyclopropanecarboxamide [this compound can be obtained from 1-(4-chlorophenyl)cyclopropanecarboxylic acid produced according to the method described in Chem. Bet., 119, 3694 (1986)]. To the suspension was dropwise added 4.4 g of a 12% aqueous sodium hypochlorite solution at 5°-10° C. The suspension was subjected to reaction at 20°-25° C. for 1 hour. The r... As a reaction SMILES: [OH-:1].[Na+].[Cl:3][C:4]1[CH:9]=[CH:8][C:7]([C:10]2([C:13](N)=[O:14])[CH2:12][CH2:11]2)=[CH:6][CH:5]=1>O1CCOCC1>[Cl:3][C:4]1[CH:9]=[CH:8][C:7]([C:10]2([C:13]([OH:14])=[O:1])[CH2:12][CH2:11]2)=[CH:6][CH:5]=1 |f:0.1|. Reactants: O1CCC(CC1)=O (tetrahydropyran-4-one), C(=O)(O)[O-].[Na+] (NaHCO3), NCC(C)(O)C (1-amino-2-methylpropan-2-ol), C(#N)[BH3-].[Na+] (sodium cyanoborohydride). Run in CO (MeOH), C(C)(=O)O (acetic acid), CO (MeOH). Run at time 30 minute. The product is CC(CNC1CCOCC1)(C)O (2-Methyl-1-((tetrahydro-2H-pyran-4-yl)amino)propan-2-ol). As a reaction SMILES: [NH2:1][CH2:2][C:3]([CH3:6])([OH:5])[CH3:4].[O:7]1[CH2:12][CH2:11][C:10](=O)[CH2:9][CH2:8]1.C([BH3-])#N.[Na+].C([O-])(O)=O.[Na+]>CO.C(O)(=O)C>[CH3:4][C:3]([OH:5])([CH3:6])[CH2:2][NH:1][CH:10]1[CH2:11][CH2:12][O:7][CH2:8][CH2:9]1 |f:2.3,4.5|. Reported procedure: 2.75 g of 1-amino-2-methylpropan-2-ol are dissolved in 20 ml of MeOH. 1.71 ml of glacial acetic acid are added dropwise under an inert atmosphere. 2 g of tetrahydropyran-4-one in 10 ml of MeOH are added, the mixture is stirred for 30 minutes at room temperature and 1.98 g of sodium cyanoborohydride are added. The resulting mixture is stirred under an inert atmosphere for 15 hours. The reaction medium is poured into saturated aqueous NaHCO3 solution (100 ml). The resulting mixture is stirred for ... Starting materials: C(#N)C(=C(SCCCCCCCCC)SCCCCCCCCC)C#N (1,1-dicyano-2,2-bis-nonylthioethylene), C(#N)C(=C(SCC1=CC=C(C=C1)CCCCCCCCCCCC)SCC1=CC=C(C=C1)CCCCCCCCCCCC)C#N (1,1-dicyano-2,2-bis-(4-dodecylbenzylthio)ethylene), C(#N)C(=C(SCCCCCCCCCCCCCC)SCCCCCCCCCCCCCC)C#N (1,1-dicyano-2,2-bis-tetradecylthioethylene), C(#N)C(=C(SCCCCCCCCCCCCCCCCCC)SCCCCCCCCCCCCCCCCCC)C#N (1,1-dicyano-2,2-bis-octadecylthioethylene). Yields the product C(#N)C(=C(SCCCCCCCC)SCCCCCCCC)C#N (1,1-dicyano-2,2-bis-octylthio-ethylene). As a reaction SMILES: [C:1]([C:3]([C:25]#[N:26])=[C:4]([S:15][CH2:16][CH2:17][CH2:18][CH2:19][CH2:20][CH2:21][CH2:22][CH2:23]C)[S:5][CH2:6][CH2:7][CH2:8][CH2:9][CH2:10][CH2:11][CH2:12][CH2:13]C)#[N:2].C(C(C#N)=C(SCCCCCCCCCCCCCC)SCCCCCCCCCCCCCC)#N.C(C(C#N)=C(SCCCCCCCCCCCCCCCCCC)SCCCCCCCCCCCCCCCCCC)#N.C(C(C#N)=C(SCC1C=CC(CCCCCCCCCCCC)=CC=1)SCC1C=CC(CCCCCCCCCCCC)=CC=1)#N>>[C:1]([C:3]([C:25]#[N:26])=[C:4]([S:15][CH2:16][CH2:17][CH2:18][CH2:19][CH2:20][CH2:21][CH2:22][CH3:23])[S:5][CH2:6][CH2:7][CH2:8][CH2:9][CH2:10][CH2:11][CH2:12][CH3:13])#[N:2]. Reported procedure: 1,1-dicyano-2,2-bis-nonylthioethylene; 1,1-dicyano-2,2-bis-tetradecylthioethylene; 1,1-dicyano-2,2-bis-octadecylthioethylene; and 1,1-dicyano-2,2-bis-(4-dodecylbenzylthio)ethylene. Reactants: CC(=O)N1CCN(c2ccc(N3CC(C)OC(C)C3)cc2)CC1, CCO, ClCCl, Cl, [Na+], [OH-]. The product is CC1CN(c2ccc(N3CCNCC3)cc2)CC(C)O1. As a reaction SMILES: [CH3:1][CH:2]1[O:3][CH:4]([CH3:23])[CH2:5][N:6]([c:8]2[cH:9][cH:10][c:11]([N:14]3[CH2:15][CH2:16][N:17]([C:20](=[O:21])[CH3:22])[CH2:18][CH2:19]3)[cH:12][cH:13]2)[CH2:7]1.[CH3:30][CH2:31][OH:32].[Cl:27][CH2:28][Cl:29].[ClH:24].[Na+:26].[OH-:25]>>[CH3:1][CH:2]1[O:3][CH:4]([CH3:23])[CH2:5][N:6]([c:8]2[cH:9][cH:10][c:11]([N:14]3[CH2:15][CH2:16][NH:17][CH2:18][CH2:19]3)[cH:12][cH:13]2)[CH2:7]1. Reaction conditions: temperature 60 celsius, time 15 minute. Procedure details: A stirred mixture of 4-hydroxy-alpha-oxobenzeneacetic acid methyl ester (2.71 g) in dimethylformamide (20 mL) under argon was treated with 55% sodium hydride (0.65 g) , stirred for 15 minutes and treated with epichlorohydrin (12 mL). The mixture was heated at 60° C. for four hours and worked up as in Example 20. The material was purified by HPLC (dichloromethane-diethyl ether; 50:1) to provide 2.4 g of 4-(oxiranylmethoxy)alpha-oxobenzeneacetic acid methyl ester, as an oil. Product: COC(C(C1=CC=C(C=C1)OCC1OC1)=O)=O (4-(oxiranylmethoxy)alpha-oxobenzeneacetic acid methyl ester). Reactants: [H-].[Na+] (sodium hydride), COC(C(C1=CC=C(C=C1)O)=O)=O (4-hydroxy-alpha-oxobenzeneacetic acid methyl ester), C(Cl)C1CO1 (epichlorohydrin). As a reaction SMILES: [CH3:1][O:2][C:3](=[O:13])[C:4](=[O:12])[C:5]1[CH:10]=[CH:9][C:8]([OH:11])=[CH:7][CH:6]=1.[H-].[Na+].[CH2:16]([CH:18]1[O:20][CH2:19]1)Cl>CN(C)C=O>[CH3:1][O:2][C:3](=[O:13])[C:4](=[O:12])[C:5]1[CH:10]=[CH:9][C:8]([O:11][CH2:16][CH:18]2[CH2:19][O:20]2)=[CH:7][CH:6]=1 |f:1.2|. Solvent: CN(C=O)C (dimethylformamide).